From a dataset of the Open Reaction Database (ORD), a public repository of structured organic reaction records. describe an organic reaction: reactants, conditions, products, and yield The reactants are CC(C)(C)OC(=O)N1CCCC1C(=O)O (Boc-Pro-OH), COc1ccc(I)cc1 (1-iodo,4-methoxybenzene). Reagents/catalysts: [Cs+].[Cs+].[O-]C([O-])=O (CsCO3), CC(C)(C)C1=CC(=NC=C1)C2=NC=CC(=C2)C(C)(C)C (4,4-di-tert-butyl-2,2-bipyridyl), COCCOC.Cl[Ni]Cl (NiCl2-glyme), CC(C)(C)C1=CC2=N(->[Ir+]34(<-N5=CC(C(F)(F)F)=CC=C5C5=C(F)C=C(F)C=C53)(<-N3=CC(C(F)(F)F)=CC=C3C3=C(F)C=C(F)C=C34)<-N3=C2C=C(C(C)(C)C)C=C3)C=C1.F[P-](F)(F)(F)(F)F (Ir[dF(CF3)ppy]2(dtbbpy)PF6). The solvent is CN(C)C=O (DMF). Run at temperature 23 celsius, time 72 hour. Yields the product COc1ccc(C2CCCN2C(=O)OC(C)(C)C)cc1. Yield: 74.0%. Procedure: Prior to irradiation, the reaction mixture was degassed by bubbling argon for 20 minutes Reactants: Cl.ClC1=CC=C(C=C1)C1(CCNCC1)F (4-(4-chlorophenyl)-4-fluoropiperidine hydrochloride), C([O-])(O)=O.[Na+] (sodium bicarbonate), C(C=C)(=O)OC (methyl acrylate). Run in CO (methanol). Reaction conditions: time 14 hour. The product is ClC1=CC=C(C=C1)C1(CCN(CC1)CCC(=O)OC)F (Methyl 3-[4-(4-Chlorophenyl)-4-fluoropiperidin-1-yl]propionate). Yield: 94.0%. Reaction SMILES: Cl.[Cl:2][C:3]1[CH:8]=[CH:7][C:6]([C:9]2([F:15])[CH2:14][CH2:13][NH:12][CH2:11][CH2:10]2)=[CH:5][CH:4]=1.C(=O)(O)[O-].[Na+].[C:21]([O:25][CH3:26])(=[O:24])[CH:22]=[CH2:23]>CO>[Cl:2][C:3]1[CH:8]=[CH:7][C:6]([C:9]2([F:15])[CH2:10][CH2:11][N:12]([CH2:23][CH2:22][C:21]([O:25][CH3:26])=[O:24])[CH2:13][CH2:14]2)=[CH:5][CH:4]=1 |f:0.1,2.3|. Procedure: To a solution of 3-[4-(4-chlorophenyl)-4-fluoropiperidine hydrochloride (280 mg, 1.12 mmol) in methanol (5 mL) was added sodium bicarbonate (500 mg, 5.94 mmol) followed by methyl acrylate (1 mL). The resulting mixture was stirred at room temperature for 14 hours then filtered and concentrated under reduced pressure. The residue was treated with ethyl acetate (10 mL) and the resulting suspension re-filtered and concentrated under reduced pressure. This afforded methyl 3-[4-(4-chlorophenyl)-4-fluo... Reactants: CCCCCCCCCCCC(=O)Cl, Cl[Sn](Cl)(Cl)Cl, Cl, c1ccsc1, c1ccccc1. Product: CCCCCCCCCCCC(=O)c1cccs1. RXN SMILES: [C:6]([CH2:7][CH2:8][CH2:9][CH2:10][CH2:11][CH2:12][CH2:13][CH2:14][CH2:15][CH2:16][CH3:17])(=[O:18])[Cl:19].[Cl:20][Sn:21]([Cl:22])([Cl:23])[Cl:24].[ClH:25].[cH:1]1[cH:2][cH:3][s:4][cH:5]1.[cH:26]1[cH:27][cH:28][cH:29][cH:30][cH:31]1>>[cH:1]1[cH:2][c:3]([C:6]([CH2:7][CH2:8][CH2:9][CH2:10][CH2:11][CH2:12][CH2:13][CH2:14][CH2:15][CH2:16][CH3:17])=[O:18])[s:4][cH:5]1. Starting materials: CC1=CC=C(C=C1)C#C (4-methylphenylacetylene), FC1=CC=C(CS)C=C1 (4-fluorobenzyl mercaptan), [Na] (sodium). Product: CC1=CC=C(\C=C/C(C2=CC=C(C=C2)F)SC(C2=CC=C(C=C2)F)\C=C/C2=CC=C(C=C2)C)C=C1 ((Z)4-methylstyryl 4-fluorobenzylsulfide). RXN SMILES: [CH3:1][C:2]1[CH:7]=[CH:6][C:5]([C:8]#[CH:9])=[CH:4][CH:3]=1.[F:10][C:11]1[CH:18]=[CH:17][C:14]([CH2:15][SH:16])=[CH:13][CH:12]=1.[Na]>>[CH3:1][C:2]1[CH:7]=[CH:6][C:5](/[CH:8]=[CH:9]\[CH:15]([S:16][CH:15](/[CH:9]=[CH:8]\[C:5]2[CH:6]=[CH:7][C:2]([CH3:1])=[CH:3][CH:4]=2)[C:14]2[CH:17]=[CH:18][C:11]([F:10])=[CH:12][CH:13]=2)[C:14]2[CH:17]=[CH:18][C:11]([F:10])=[CH:12][CH:13]=2)=[CH:4][CH:3]=1 |^1:18|. Procedure: A solution of 4-methylphenylacetylene (0.02 mol) and 4-fluorobenzyl mercaptan (0.02 mol) and metallic sodium (0.02 g atom) was subjected to Procedure 2 to form (Z)4-methylstyryl 4-fluorobenzylsulfide. The title compound was obtained in 69% yield following oxidation. 1HNMR (CDC13) δ2.46 (3H, s), 4.62 (2H, s), 6.78 (1H, d, JH,H=11.98), 7.18-7.59 (9H aromatic+1H ethylenic). Reactants: ClN1C(CCC1=O)=O (N-chlorosuccinimide), C(C)(C)(C)C1=CC=C(C=NO)C=C1 (4-tert-butylbenzaldehyde oxime), O (water). Run in CN(C)C=O (DMF). Run at time 3 hour. Product: ClC1(CC=C(C=C1)C(C)(C)C)C=NO (1-chloro-1-hydroxyiminomethyl-4-tert-butylbenzene), solid. Reaction SMILES: [Cl:1]N1C(=O)CCC1=O.[C:9]([C:13]1[CH:21]=[CH:20][C:16]([CH:17]=[N:18][OH:19])=[CH:15][CH:14]=1)([CH3:12])([CH3:11])[CH3:10].O>CN(C=O)C>[Cl:1][C:16]1([CH:17]=[N:18][OH:19])[CH:15]=[CH:14][C:13]([C:9]([CH3:12])([CH3:10])[CH3:11])=[CH:21][CH2:20]1. Procedure details: N-chlorosuccinimide (8.1 g, 61 mmol) was added to a solution of 4-tert-butylbenzaldehyde oxime (9 g, 50.1 mmol) in DMF (50 ml) at RT, causing the temperature to rise briefly to 50° C. The reaction mixture was cooled in an ice bath, stirred for 3 h at RT, mixed with water (100 ml) while being cooled with ice and extracted with ether (3×100 ml). The combined organic phases were washed with water (150 ml) and sat. aq. NaCl solution (150 ml), dried and the solvent was removed under vacuum. The desir... Starting materials: O=Cc1ccnc(Br)c1, [BH3-]C#N, CC(=O)O, COC(=O)c1ccccc1N, CO, [Na+], O. Yields the product COC(=O)c1ccccc1NCc1ccnc(Br)c1. Reaction SMILES: [Br:16][c:17]1[n:18][cH:19][cH:20][c:21]([CH:23]=[O:24])[cH:22]1.[C:25]([BH3-:26])#[N:27].[CH3:12][C:13](=[O:14])[OH:15].[CH3:1][O:2][C:3]([c:4]1[c:5]([NH2:6])[cH:7][cH:8][cH:9][cH:10]1)=[O:11].[CH3:29][OH:30].[Na+:28].[OH2:31]>>[CH3:1][O:2][C:3]([c:4]1[c:5]([NH:6][CH2:23][c:21]2[cH:20][cH:19][n:18][c:17]([Br:16])[cH:22]2)[cH:7][cH:8][cH:9][cH:10]1)=[O:11].